This data is from the Open Reaction Database (ORD), a public repository of structured organic reaction records. The task is: describe an organic reaction: reactants, conditions, products, and yield The reactants are ClC=1C=C(C=CC1C(=O)OCC)C=CCN1C=NC=C1 (1-[3-(3-chloro-4-ethoxycarbonylphenyl)prop-2-enyl]imidazole). The solvent is Cl (hydrochloric acid). Yields the product O.Cl.C(=O)(O)C1=C(C=C(C=C1)C=CCN1C=NC=C1)Cl.C(=O)(O)C1=C(C=C(C=C1)C=CCN1C=NC=C1)Cl.Cl (1-[3-(4-carboxy-3-chlorophenyl)prop-2-enyl]imidazole hydrochloride hemihydrate). RXN SMILES: [Cl:1][C:2]1[CH:3]=[C:4]([CH:13]=[CH:14][CH2:15][N:16]2[CH:20]=[CH:19][N:18]=[CH:17]2)[CH:5]=[CH:6][C:7]=1[C:8]([O:10]CC)=[O:9]>Cl>[OH2:9].[ClH:1].[C:8]([C:7]1[CH:6]=[CH:5][C:4]([CH:13]=[CH:14][CH2:15][N:16]2[CH:20]=[CH:19][N:18]=[CH:17]2)=[CH:3][C:2]=1[Cl:1])([OH:10])=[O:9].[C:8]([C:7]1[CH:6]=[CH:5][C:4]([CH:13]=[CH:14][CH2:15][N:16]2[CH:20]=[CH:19][N:18]=[CH:17]2)=[CH:3][C:2]=1[Cl:1])([OH:10])=[O:9].[ClH:1] |f:2.3.4.5.6|. Procedure: A mixture of 1-[3-(3-chloro-4-ethoxycarbonylphenyl)prop-2-enyl]imidazole (0.09 g) in hydrochloric acid (3 ml, 6M) was stirred and heated under reflux for 3 h. The reaction mixture was concentrated under reduced pressure, and toluene (10 ml) was added and the reaction mixture re-concentrated. Repetition of the toluene/concentration procedure three times afforded a white solid which was recrystallised from ethyl acetate/ethanol/ether to give 1-[3-(4-carboxy-3-chlorophenyl)prop-2-enyl]imidazole hyd... RXN SMILES: [Cl:5][c:6]1[cH:7][cH:8][c:9]([C:12]([CH2:13][n:14]2[n:15][cH:16][cH:17][cH:18]2)=[O:19])[cH:10][cH:11]1.[ClH:1].[O:2]([CH3:3])[NH2:4]>>[O:2]([CH3:3])[N:4]=[C:12]([c:9]1[cH:8][cH:7][c:6]([Cl:5])[cH:11][cH:10]1)[CH2:13][n:14]1[n:15][cH:16][cH:17][cH:18]1. Yields the product CON=C(Cn1cccn1)c1ccc(Cl)cc1. Reactants: O=C(Cn1cccn1)c1ccc(Cl)cc1, Cl, CON. Starting materials: NC(CO)CC1=CC=C(C=C1)I (2-amino-3-(4-iodophenyl)-propan-1-ol), IC (iodomethane). The solvent is C1CCOC1 (THF). Reaction conditions: temperature 0 celsius, time 30 minute. Yields the product IC1=CC=C(C=C1)CC(COC)N (2-(4-Iodophenyl)-1-methoxymethyl-ethylamine). RXN SMILES: [NH2:1][CH:2]([CH2:5][C:6]1[CH:11]=[CH:10][C:9]([I:12])=[CH:8][CH:7]=1)[CH2:3][OH:4].I[CH3:14]>C1COCC1>[I:12][C:9]1[CH:8]=[CH:7][C:6]([CH2:5][CH:2]([NH2:1])[CH2:3][O:4][CH3:14])=[CH:11][CH:10]=1. Procedure details: A mixture of 12.0 g (43.3 mmol) 2-amino-3-(4-iodophenyl)-propan-1-ol (I41) and 350 mL THF is cooled down to 0° C. 3.81 g (95 mmol) NAH (60% in min. oil) are carefully added and the mixture is stirred at 0° C. for 30 min. 3.25 mL (52.0 mmol) iodomethane are added and cooling is removed. The reaction mixture is stirred at r.t. for 1 h. The mixture is poured onto water and extracted with EtOAc (2×). The combined organic layers are washed with brine, dried with Na2SO4 and the solvent is removed in v... The reactants are C(=O)(O)C1(OC=2C(=C(C(CC2CC1)(C)O)C)C)C ((±)-2-carboxy-6-hydroxy- 2,6,7,8-tetramethylchroman), C(C)(=O)OC(C)=O (acetic anhydride), N1=CC=CC=C1 (pyridine). Run at time 16 hour. The product is C(C)(=O)OC1(C(C=2CCC(OC2C(=C1)C)(C)C(=O)O)C)C ((±)-6-acetoxy-2carboxy-2,5,6,8-tetramethylchroman). RXN SMILES: [C:1]([C:4]1([CH3:18])[CH2:13][CH2:12][C:11]2[CH2:10][C:9]([OH:15])([CH3:14])[C:8](C)=[C:7]([CH3:17])[C:6]=2[O:5]1)([OH:3])=[O:2].[C:19](OC(=O)C)(=[O:21])[CH3:20].N1C=CC=C[CH:27]=1>>[C:19]([O:15][C:9]1([CH3:14])[CH:8]=[C:7]([CH3:17])[C:6]2[O:5][C:4]([C:1]([OH:3])=[O:2])([CH3:18])[CH2:13][CH2:12][C:11]=2[CH:10]1[CH3:27])(=[O:21])[CH3:20]. Procedure: To a partial solution of 5.0 g. (20 mmol) of (±)-2-carboxy-6-hydroxy- 2,6,7,8-tetramethylchroman in 8.0 ml. of pyridine was added, dropwise over 10 minutes, 12.0 ml. of acetic anhydride. The solution was allowed to stand for 16 hours and was then worked up and dried by the procedure of Example 2 utilizing dichloromethane as a solvent to give a white solid. Crystallization from a mixture of ether-petroleum ether (b.p. 30°-60° centigrade) gave (±)-6-acetoxy-2carboxy-2,5,6,8-tetramethylchroman.